From a dataset of the Open Reaction Database (ORD), a public repository of structured organic reaction records. describe an organic reaction: reactants, conditions, products, and yield Reactants: C(O)C1(CCCCC1)CO (1,1-dimethylolcyclohexane), COCC=O (methoxyacetaldehyde), C1CCCCC1 (cyclohexane), C1(=CC=C(C=C1)S(=O)(=O)O)C (p-toluenesulfonic acid). The solvent is O (water). Product: COCC1OCC2(CO1)CCCCC2 (3-methoxymethyl-2,4-dioxaspiro[5.5]undecane). Isolated yield 97.0%. As a reaction SMILES: [CH2:1]([C:3]1([CH2:9][OH:10])[CH2:8][CH2:7][CH2:6][CH2:5][CH2:4]1)[OH:2].[CH3:11][O:12][CH2:13][CH:14]=O.C1CCCCC1.C1(C)C=CC(S(O)(=O)=O)=CC=1>O>[CH3:11][O:12][CH2:13][CH:14]1[O:10][CH2:9][C:3]2([CH2:8][CH2:7][CH2:6][CH2:5][CH2:4]2)[CH2:1][O:2]1. Procedure details: A mixture of 288 g (2 moles) of 1,1-dimethylolcyclohexane, 191 g (2.2 moles) of 85% strength methoxyacetaldehyde and 250 ml of cyclohexane was heated with 2 g of p-toluenesulfonic acid under a water separator until water no longer separated off. The resulting solution was washed with dilute sodium hydroxide solution, the solvent was stripped off under reduced pressure and the residue was subjected to fractional distillation under reduced pressure. 388 g (97% yield) of 3-methoxymethyl-2,4-dioxasp... Reactants: 2-dicesium, OC1=C(C(=O)O)C=CC(=C1)C(=O)O (2-hydroxy terephthalic acid), C(C=CC1=CC=CC=C1)(=O)OCCBr (2-bromoethyl cinnamate). Run in CN(C)C=O (DMF). Yields the product C(C)OC(C=CC1=CC=CC=C1)=O.OC1=C(C(=O)O)C=CC(=C1)C(=O)O (2-hydroxy terephthalic acid ethyl cinnamate). RXN SMILES: [OH:1][C:2]1[CH:10]=[C:9]([C:11]([OH:13])=[O:12])[CH:8]=[CH:7][C:3]=1[C:4]([OH:6])=[O:5].[C:14]([O:24][CH2:25][CH2:26]Br)(=[O:23])[CH:15]=[CH:16][C:17]1[CH:22]=[CH:21][CH:20]=[CH:19][CH:18]=1>CN(C=O)C>[CH2:25]([O:24][C:14](=[O:23])[CH:15]=[CH:16][C:17]1[CH:22]=[CH:21][CH:20]=[CH:19][CH:18]=1)[CH3:26].[OH:1][C:2]1[CH:10]=[C:9]([C:11]([OH:13])=[O:12])[CH:8]=[CH:7][C:3]=1[C:4]([OH:6])=[O:5] |f:3.4|. Procedure details: 33.44 g (0.75 mol) of 2-dicesium salt of 2-hydroxy terephthalic acid, 38.27 g (0.15 mol) of 2-bromoethyl cinnamate and 200 mL of DMF were placed in a reaction vessel and reacted at 110° C. for 5 hours under a nitrogen atmosphere. After reaction, the precipitated CsBr was filtered out and the filtrate was poured into 800 mL of water to form a precipitate. The precipitate was separated from the solution and then dried. Thus 32 g (0.06 mol) of 2-hydroxy terephthalic acid ethyl cinnamate was obtaine... Starting materials: CI, CN(C)C=O, O=C(O)c1cccnc1Cl, [H-], [H][H], [Na+]. Yields the product COC(=O)c1cccnc1Cl. As a reaction SMILES: [CH3:15][I:16].[CH3:17][N:18]([CH3:19])[CH:20]=[O:21].[Cl:1][c:2]1[c:3]([C:4](=[O:5])[OH:6])[cH:7][cH:8][cH:9][n:10]1.[H-:11].[H:13][H:14].[Na+:12]>>[Cl:1][c:2]1[c:3]([C:4](=[O:5])[O:6][CH3:15])[cH:7][cH:8][cH:9][n:10]1.